From a dataset of the Open Reaction Database (ORD), a public repository of structured organic reaction records. describe an organic reaction: reactants, conditions, products, and yield Starting materials: C=C(C)C1C(C#N)CC2CC1C2(C)C, [N-]=C=S. Yields the product C=C(C)C1C(CN=C=S)CC2CC1C2(C)C. RXN SMILES: [C:1](=[CH2:2])([CH3:3])[CH:4]1[CH:5]2[C:6]([CH3:13])([CH3:14])[CH:7]([CH2:8][CH:9]1[C:10]#[N:11])[CH2:12]2.[N-:15]=[C:16]=[S:17]>>[C:1](=[CH2:2])([CH3:3])[CH:4]1[CH:5]2[C:6]([CH3:13])([CH3:14])[CH:7]([CH2:8][CH:9]1[CH2:10][N:11]=[C:16]=[S:17])[CH2:12]2. The reactants are BrC=1C=CC(=C(C1)C(CC)=O)F (1-(5-bromo-2-fluorophenyl)propan-1-one), NN (hydrazine). Reaction conditions: temperature 72.5 celsius. Yields the product BrC=1C=C2C(=NNC2=CC1)CC (5-bromo-3-ethyl-1H-indazole). Yield: 40.0%. As a reaction SMILES: [Br:1][C:2]1[CH:3]=[CH:4][C:5](F)=[C:6]([C:8](=O)[CH2:9][CH3:10])[CH:7]=1.[NH2:13][NH2:14]>>[Br:1][C:2]1[CH:7]=[C:6]2[C:5](=[CH:4][CH:3]=1)[NH:14][N:13]=[C:8]2[CH2:9][CH3:10]. Procedure details: To 1-(5-bromo-2-fluorophenyl)propan-1-one (10 g, 43 mmol), anhydrous hydrazine (53 mL) was added and heated at reflux (70-75° C.) for 2 days. Excess hydrazine was distilled out under vacuum from the reaction mixture. To this was added xylene (60 mL) and the mixture heated to 145-150° C. for 3 days. Xylene was concentrated completely under vacuum to give a crude product, which was purified by column chromatography using 8% ethyl acetate/pet-ether as eluents to afford 5-bromo-3-ethyl-1H-indazole (... The reactants are CC(C)(C)OC(=O)NCCN1CCC(Cc2ccccc2)CC1, ClC(Cl)Cl, O=C(O)C(F)(F)F. Yields the product NCCN1CCC(Cc2ccccc2)CC1. RXN SMILES: [C:1]([O:2][C:3](=[O:4])[NH:7][CH2:8][CH2:9][N:10]1[CH2:11][CH2:12][CH:13]([CH2:16][c:17]2[cH:18][cH:19][cH:20][cH:21][cH:22]2)[CH2:14][CH2:15]1)([CH3:5])([CH3:6])[CH3:23].[Cl:31][CH:32]([Cl:33])[Cl:34].[F:24][C:25]([F:26])([F:27])[C:28]([OH:29])=[O:30]>>[NH2:7][CH2:8][CH2:9][N:10]1[CH2:11][CH2:12][CH:13]([CH2:16][c:17]2[cH:18][cH:19][cH:20][cH:21][cH:22]2)[CH2:14][CH2:15]1. The reactants are CC1=C(C=C(C(=C1Br)O)Br)C2(C=3C=CC=CC3S(=O)(=O)O2)C=4C=C(C(=C(C4C)Br)O)Br (bromocresol green), C(C)(C)(C)C1=CC=C(C=C1)CC(=COC(CCC(CCCCCCC)=O)=O)C (4-oxo-undecanoic acid 3-(4-tert-butyl-phenyl)-2-methyl-propenyl ester), C(#N)[BH3-].[Na+] (sodium cyanoborohydride). Reagents/catalysts: Cl.CO (HCl methanol). The solvent is CO (methanol). Yields the product C(C)(C)(C)C1=CC=C(C=C1)CC(=COC(CCC(CCCCCCC)O)=O)C (4-Hydroxy-undecanoic Acid 3-(4-tert-Butyl-phenyl)-2-methyl-propenyl Ester). Yield: 100.2%. Reaction SMILES: [C:1]([C:5]1[CH:10]=[CH:9][C:8]([CH2:11][C:12]([CH3:28])=[CH:13][O:14][C:15](=[O:27])[CH2:16][CH2:17][C:18](=[O:26])[CH2:19][CH2:20][CH2:21][CH2:22][CH2:23][CH2:24][CH3:25])=[CH:7][CH:6]=1)([CH3:4])([CH3:3])[CH3:2].CC1C(Br)=C(O)C(Br)=CC=1C1(C2C=C(Br)C(O)=C(Br)C=2C)OS(=O)(=O)C2C=CC=CC1=2.C([BH3-])#N.[Na+]>CO.Cl.CO>[C:1]([C:5]1[CH:10]=[CH:9][C:8]([CH2:11][C:12]([CH3:28])=[CH:13][O:14][C:15](=[O:27])[CH2:16][CH2:17][CH:18]([OH:26])[CH2:19][CH2:20][CH2:21][CH2:22][CH2:23][CH2:24][CH3:25])=[CH:7][CH:6]=1)([CH3:4])([CH3:2])[CH3:3] |f:2.3,5.6|. Procedure: A solution of 10.00 g 4-oxo-undecanoic acid 3-(4-tert-butyl-phenyl)-2-methyl-propenyl ester was dissolved in 60 ml methanol and a trace of bromocresol green was added. When 1.63 g sodium cyanoborohydride was added, the color changed immediately from yellow to deep blue. Several drops of 2N HCl/methanol solution turned the color of the reaction back to yellow. The reaction was stirred for 2½ hours, with occasional addition of acid to maintain the yellow color. The reaction mixture was evaporated ... Starting materials: BrCC1CCCCC1, CCOCC, CCO, Cn1ccccc1=S. The product is [Br-], C[n+]1ccccc1SCC1CCCCC1. RXN SMILES: [Br:1][CH2:2][CH:3]1[CH2:4][CH2:5][CH2:6][CH2:7][CH2:8]1.[CH3:17][CH2:18][O:19][CH2:20][CH3:21].[CH3:22][CH2:23][OH:24].[CH3:9][n:10]1[c:11](=[S:16])[cH:12][cH:13][cH:14][cH:15]1>>[Br-:1].[CH2:2]([CH:3]1[CH2:4][CH2:5][CH2:6][CH2:7][CH2:8]1)[S:16][c:11]1[n+:10]([CH3:9])[cH:15][cH:14][cH:13][cH:12]1.